Dataset: the Open Reaction Database (ORD), a public repository of structured organic reaction records. Task: describe an organic reaction: reactants, conditions, products, and yield Reactants: O1C(=NC=C1)C1(CCCC1)O (1-(oxazol-2-yl)cyclopentanol), C(CCC)[Li] (n-butyllithium), II (iodine). Solvent: O1CCCC1 (tetrahydrofuran), O1CCCC1 (tetrahydrofuran). Reaction conditions: time 30 minute. Yields the product IC1=CN=C(O1)C1(CCCC1)O (1-(5-iodooxazol-2-yl)cyclopentanol). As a reaction SMILES: [O:1]1[CH:5]=[CH:4][N:3]=[C:2]1[C:6]1([OH:11])[CH2:10][CH2:9][CH2:8][CH2:7]1.C([Li])CCC.[I:17]I>O1CCCC1>[I:17][C:5]1[O:1][C:2]([C:6]2([OH:11])[CH2:10][CH2:9][CH2:8][CH2:7]2)=[N:3][CH:4]=1. Procedure: To a cold (−78° C.) solution of Example 48A (500 mg, 3.26 mmol) in tetrahydrofuran (50 mL) was added n-butyllithium (4.08 mL, 6.53 mmol, 1.6M in hexane) dropwise. After stirring for 30 min, a solution of iodine (0.829 g, 3.26 mmol) in tetrahydrofuran (5 mL) was added dropwise. After 2 h, the reaction was quenched by the addition of 10% Na2S2O3 solution (10 mL) and ethyl acetate (10 mL) and warmed to room temperature. The layers were separated, and the aqueous was extracted with additional ethyl ...